From a dataset of the Open Reaction Database (ORD), a public repository of structured organic reaction records. describe an organic reaction: reactants, conditions, products, and yield Starting materials: C=C(OCC)[Sn](CCCC)(CCCC)CCCC, C1COCCO1, c1ccc(P(c2ccccc2)(c2ccccc2)[Pd](P(c2ccccc2)(c2ccccc2)c2ccccc2)(P(c2ccccc2)(c2ccccc2)c2ccccc2)P(c2ccccc2)(c2ccccc2)c2ccccc2)cc1, C[Si](C)(C)CCOCN(COCC[Si](C)(C)C)c1cc(C2CCS(=O)(=O)CC2)nc2c(-c3cnc4ccccc4c3)cnn12. Product: C=C(OCC)c1c(C2CCS(=O)(=O)CC2)nc2c(-c3cnc4ccccc4c3)cnn2c1N(COCC[Si](C)(C)C)COCC[Si](C)(C)C. RXN SMILES: [CH2:45]([Sn:46]([CH2:47][CH2:48][CH2:49][CH3:55])([C:50](=[CH2:51])[O:52][CH2:53][CH3:54])[CH2:56][CH2:57][CH2:58][CH3:59])[CH2:60][CH2:61][CH3:62].[O:63]1[CH2:64][CH2:65][O:66][CH2:67][CH2:68]1.[cH:69]1[cH:70][cH:71][c:72]([P:73]([Pd:74]([P:75]([c:76]2[cH:77][cH:78][cH:79][cH:80][cH:81]2)([c:82]2[cH:83][cH:84][cH:85][cH:86][cH:87]2)[c:88]2[cH:89][cH:90][cH:91][cH:92][cH:93]2)([P:94]([c:95]2[cH:96][cH:97][cH:98][cH:99][cH:100]2)([c:101]2[cH:102][cH:103][cH:104][cH:105][cH:106]2)[c:107]2[cH:108][cH:109][cH:110][cH:111][cH:112]2)[P:113]([c:114]2[cH:115][cH:116][cH:117][cH:118][cH:119]2)([c:120]2[cH:121][cH:122][cH:123][cH:124][cH:125]2)[c:126]2[cH:127][cH:128][cH:129][cH:130][cH:131]2)([c:132]2[cH:133][cH:134][cH:135][cH:136][cH:137]2)[c:138]2[cH:139][cH:140][cH:141][cH:142][cH:143]2)[cH:144][cH:145]1.[n:1]1[cH:2][c:3](-[c:11]2[cH:12][n:13][n:14]3[c:15]2[n:16][c:17]([CH:37]2[CH2:38][CH2:39][S:40](=[O:43])(=[O:44])[CH2:41][CH2:42]2)[cH:18][c:19]3[N:20]([CH2:21][O:22][CH2:23][CH2:24][Si:25]([CH3:26])([CH3:27])[CH3:28])[CH2:29][O:30][CH2:31][CH2:32][Si:33]([CH3:34])([CH3:35])[CH3:36])[cH:4][c:5]2[cH:6][cH:7][cH:8][cH:9][c:10]12>>[n:1]1[cH:2][c:3](-[c:11]2[cH:12][n:13][n:14]3[c:15]2[n:16][c:17]([CH:37]2[CH2:38][CH2:39][S:40](=[O:43])(=[O:44])[CH2:41][CH2:42]2)[c:18]([C:50](=[CH2:51])[O:52][CH2:53][CH3:54])[c:19]3[N:20]([CH2:21][O:22][CH2:23][CH2:24][Si:25]([CH3:26])([CH3:27])[CH3:28])[CH2:29][O:30][CH2:31][CH2:32][Si:33]([CH3:34])([CH3:35])[CH3:36])[cH:4][c:5]2[cH:6][cH:7][cH:8][cH:9][c:10]12. Starting materials: CC#N, N#CCc1ccc(N)cc1, O=C1CCC(=O)N1Br. The product is N#CCc1ccc(N)c(Br)c1. As a reaction SMILES: [CH3:19][C:20]#[N:21].[NH2:1][c:2]1[cH:3][cH:4][c:5]([CH2:8][C:9]#[N:10])[cH:6][cH:7]1.[O:11]=[C:12]1[N:13]([Br:18])[C:14](=[O:15])[CH2:16][CH2:17]1>>[NH2:1][c:2]1[c:3]([Br:18])[cH:4][c:5]([CH2:8][C:9]#[N:10])[cH:6][cH:7]1. The reactants are CC(C)(C)P(c1ccccc1-c1ccccc1)C(C)(C)C, CC(=O)[O-], CC(=O)[O-], C1COCCN1, C1COCCO1, CC(C)(C)[O-], O=C1OC2(CCN(C(=O)C3(c4ccc(Cl)cc4)CC3)C2)c2ccccc21, [Na+], [Pd+2]. Yields the product O=C1OC2(CCN(C(=O)C3(c4ccc(N5CCOCC5)cc4)CC3)C2)c2ccccc21. Reaction SMILES: [C:39]([P:40]([C:41]([CH3:42])([CH3:43])[CH3:44])[c:45]1[cH:46][cH:47][cH:48][cH:49][c:50]1-[c:51]1[cH:52][cH:53][cH:54][cH:55][cH:56]1)([CH3:57])([CH3:58])[CH3:59].[C:66]([O-:67])(=[O:68])[CH3:69].[C:71]([O-:72])(=[O:73])[CH3:74].[CH2:27]1[CH2:28][O:29][CH2:30][CH2:31][NH:32]1.[CH2:60]1[O:61][CH2:62][CH2:63][O:64][CH2:65]1.[CH3:33][C:34]([CH3:35])([O-:36])[CH3:37].[Cl:1][c:2]1[cH:3][cH:4][c:5]([C:8]2([C:11](=[O:12])[N:13]3[CH2:14][C:15]4([O:16][C:17](=[O:24])[c:18]5[c:19]4[cH:20][cH:21][cH:22][cH:23]5)[CH2:25][CH2:26]3)[CH2:9][CH2:10]2)[cH:6][cH:7]1.[Na+:38].[Pd+2:70]>>[c:2]1([N:32]2[CH2:27][CH2:28][O:29][CH2:30][CH2:31]2)[cH:3][cH:4][c:5]([C:8]2([C:11](=[O:12])[N:13]3[CH2:14][C:15]4([O:16][C:17](=[O:24])[c:18]5[c:19]4[cH:20][cH:21][cH:22][cH:23]5)[CH2:25][CH2:26]3)[CH2:9][CH2:10]2)[cH:6][cH:7]1. Starting materials: C(C)(=O)OC\1C(CCC(CC(=O)OC(C(/C=C1)C)\C(=C\C=C\C(CC1C(C(C(CC)O)C)O1)C)\C)O[Si](CC)(CC)CC)(C)O ((8E,12E,14E)-7-acetoxy-6,21-dihydroxy-6,10,12,16,20-pentamethyl-3-triethylsiloxy-18,19-epoxytricosa-8,12,14-trien-11-olide), C(C1=CC=CC=C1)(=O)Cl (Benzoyl chloride). The reagents and catalysts are CN(C1=CC=NC=C1)C (4-dimethylaminopyridine). Run in C(Cl)Cl (methylene chloride), C(C)(=O)OCC (ethyl acetate). Run at temperature 0 celsius, time 2 hour. Product: C(C)(=O)OC\1C(CCC(CC(=O)OC(C(/C=C1)C)\C(=C\C=C\C(CC1C(C(C(CC)OC(C2=CC=CC=C2)=O)C)O1)C)\C)O[Si](CC)(CC)CC)(C)O ((8E,12E,14E)-7-acetoxy-21-benzoyloxy-6-hydroxy-6,10,12,16,20-pentamethyl-3-triethylsiloxy-18,19-epoxytricosa-8,12,14-trien-11-olide). Isolated yield 91.0%. RXN SMILES: [C:1]([O:4][CH:5]1[C:6]([OH:45])([CH3:44])[CH2:7][CH2:8][CH:9]([O:36][Si:37]([CH2:42][CH3:43])([CH2:40][CH3:41])[CH2:38][CH3:39])[CH2:10][C:11]([O:13][CH:14](/[C:19](/[CH3:35])=[CH:20]/[CH:21]=[CH:22]/[CH:23]([CH3:34])[CH2:24][CH:25]2[O:33][CH:26]2[CH:27]([CH3:32])[CH:28]([OH:31])[CH2:29][CH3:30])[CH:15]([CH3:18])[CH:16]=[CH:17]1)=[O:12])(=[O:3])[CH3:2].[C:46](Cl)(=[O:53])[C:47]1[CH:52]=[CH:51][CH:50]=[CH:49][CH:48]=1>C(Cl)Cl.CN(C)C1C=CN=CC=1.C(OCC)(=O)C>[C:1]([O:4][CH:5]1[C:6]([OH:45])([CH3:44])[CH2:7][CH2:8][CH:9]([O:36][Si:37]([CH2:42][CH3:43])([CH2:38][CH3:39])[CH2:40][CH3:41])[CH2:10][C:11]([O:13][CH:14](/[C:19](/[CH3:35])=[CH:20]/[CH:21]=[CH:22]/[CH:23]([CH3:34])[CH2:24][CH:25]2[O:33][CH:26]2[CH:27]([CH3:32])[CH:28]([O:31][C:46](=[O:53])[C:47]2[CH:52]=[CH:51][CH:50]=[CH:49][CH:48]=2)[CH2:29][CH3:30])[CH:15]([CH3:18])[CH:16]=[CH:17]1)=[O:12])(=[O:3])[CH3:2]. Procedure details: (8E,12E,14E)-7-acetoxy-6,21-dihydroxy-6,10,12,16,20-pentamethyl-3-triethylsiloxy-18,19-epoxytricosa-8,12,14-trien-11-olide (101 mg, 156 μmol) was dissolved in methylene chloride (1 mL). 4-dimethylaminopyridine (59.7 mg, 48.9 μmol) was added to the solution, and the solution was cooled to 0° C. Benzoyl chloride (28.0 μL, 241.0 μmol) was added to the solution, and the solution was stirred at room temperature for two hours. The reaction solution was diluted with ethyl acetate (20 mL), and the dilut... Starting materials: O.NN (hydrazine hydrate), COC=1C=C(C(=O)C=CC(=O)O)C=CC1OCCC (3-(3-methoxy-4-n-propoxybenzoyl)acrylic acid), C([O-])([O-])=O.[K+].[K+] (potassium carbonate), Cl (hydrochloric acid), Cl (hydrochloric acid). Solvent: CO (methanol), CO (methanol). Run at time 8 hour. The product is COC=1C=C(C=CC1OCCC)C=1C=CC(NN1)=O (6-(3-methoxy-4-n-propoxyphenyl)-3[2H]pyridazinone). Reaction SMILES: [CH3:1][O:2][C:3]1[CH:4]=[C:5]([CH:13]=[CH:14][C:15]=1[O:16][CH2:17][CH2:18][CH3:19])[C:6]([CH:8]=[CH:9][C:10](O)=[O:11])=O.C(=O)([O-])[O-].[K+].[K+].Cl.O.[NH2:28][NH2:29]>CO>[CH3:1][O:2][C:3]1[CH:4]=[C:5]([C:6]2[CH:8]=[CH:9][C:10](=[O:11])[NH:28][N:29]=2)[CH:13]=[CH:14][C:15]=1[O:16][CH2:17][CH2:18][CH3:19] |f:1.2.3,5.6|. Procedure: 10.6 g of 3-(3-methoxy-4-n-propoxybenzoyl)acrylic acid and 6.1 g of potassium carbonate are dissolved in 100 ml of methanol and the solution is stirred overnight at room temperature. It is acidified with 7.4 ml of concentrated hydrochloric acid, 2.2 g of 100% pure hydrazine hydrate are added to the mixture and the mixture is boiled under reflux for 3 hours. It is then acidified to pH 1 with 1 ml of hydrochloric acid and 75 ml of methanol are distilled off in the course of 2 hours. The mixture is...